This data is from the Open Reaction Database (ORD), a public repository of structured organic reaction records. The task is: describe an organic reaction: reactants, conditions, products, and yield Starting materials: Cc1c(-c2ccccc2)n(Cc2ccccc2)c2cccc(Br)c12, COc1ccc(B(O)O)cc1, ClCCl, [K+], [K+], O=C([O-])[O-], C1COCCO1. The product is COc1ccc(-c2cccc3c2c(C)c(-c2ccccc2)n3Cc2ccccc2)cc1. RXN SMILES: [CH2:1]([c:2]1[cH:3][cH:4][cH:5][cH:6][cH:7]1)[n:8]1[c:9](-[c:19]2[cH:20][cH:21][cH:22][cH:23][cH:24]2)[c:10]([CH3:18])[c:11]2[c:12]([Br:17])[cH:13][cH:14][cH:15][c:16]12.[CH3:31][O:32][c:33]1[cH:34][cH:35][c:36]([B:39]([OH:40])[OH:41])[cH:37][cH:38]1.[Cl:42][CH2:43][Cl:44].[K+:25].[K+:26].[O-:27][C:28]([O-:29])=[O:30].[O:45]1[CH2:46][CH2:47][O:48][CH2:49][CH2:50]1>>[CH2:1]([c:2]1[cH:3][cH:4][cH:5][cH:6][cH:7]1)[n:8]1[c:9](-[c:19]2[cH:20][cH:21][cH:22][cH:23][cH:24]2)[c:10]([CH3:18])[c:11]2[c:12](-[c:36]3[cH:35][cH:34][c:33]([O:32][CH3:31])[cH:38][cH:37]3)[cH:13][cH:14][cH:15][c:16]12. Reactants: C1CCOC1, CNCc1csc(C(C)C)n1, [Na+], CC(C)C(NC(=O)Oc1ccccc1)C(=O)O, [OH-], Oc1ccccc1. Product: CC(C)c1nc(CN(C)C(=O)NC(C(=O)O)C(C)C)cs1. As a reaction SMILES: [CH2:38]1[O:39][CH2:40][CH2:41][CH2:42]1.[CH3:10][NH:11][CH2:12][c:13]1[n:14][c:15]([CH:18]([CH3:19])[CH3:20])[s:16][cH:17]1.[Na+:9].[O:21]([c:23]1[cH:24][cH:25][cH:26][cH:27][cH:29]1)[C:28](=[O:22])[NH:30][CH:31]([CH:32]([CH3:33])[CH3:34])[C:35](=[O:36])[OH:37].[OH-:8].[OH:1][c:2]1[cH:3][cH:4][cH:5][cH:6][cH:7]1>>[CH3:10][N:11]([CH2:12][c:13]1[n:14][c:15]([CH:18]([CH3:19])[CH3:20])[s:16][cH:17]1)[C:28](=[O:21])[NH:30][CH:31]([CH:32]([CH3:33])[CH3:34])[C:35](=[O:36])[OH:37]. Reactants: O[C@@H]1C[C@@H](NC1)C(=O)O (cis-4-hydroxy-D-proline), ClC1=NC=CC(=C1)C1=CC(=C(C=C1)SC1=C(C=CC=C1)OC)C(F)(F)F (2-chloro-4-(4-(2-methoxy-phenylsulfanyl)-3-trifluoromethyl-phenyl)-pyridine), OC1CNCC1 (3-hydroxypyrrolidine). Product: title compound, OC1CC(N(C1)C1=NC=CC(=C1)C1=CC(=C(C=C1)SC1=C(C=CC=C1)OC)C(F)(F)F)C(=O)O (4-Hydroxy-1-(4-(4-(2-methoxy-phenylsulfanyl)-3-trifluoromethyl-phenyl)-pyridin-2-yl)-pyrrolidine-2-carboxylic acid). As a reaction SMILES: Cl[C:2]1[CH:7]=[C:6]([C:8]2[CH:13]=[CH:12][C:11]([S:14][C:15]3[CH:20]=[CH:19][CH:18]=[CH:17][C:16]=3[O:21][CH3:22])=[C:10]([C:23]([F:26])([F:25])[F:24])[CH:9]=2)[CH:5]=[CH:4][N:3]=1.OC1CCNC1.[OH:33][C@H:34]1[CH2:38][NH:37][C@@H:36]([C:39]([OH:41])=[O:40])[CH2:35]1>>[OH:33][CH:34]1[CH2:38][N:37]([C:2]2[CH:7]=[C:6]([C:8]3[CH:13]=[CH:12][C:11]([S:14][C:15]4[CH:20]=[CH:19][CH:18]=[CH:17][C:16]=4[O:21][CH3:22])=[C:10]([C:23]([F:25])([F:24])[F:26])[CH:9]=3)[CH:5]=[CH:4][N:3]=2)[CH:36]([C:39]([OH:41])=[O:40])[CH2:35]1. Procedure details: The title compound was prepared according to the procedures of Example 38E, substituting compound 76 with compound 96 (0.039 g, 0.0985 mmol) and 3-hydroxypyrrolidine with cis-4-hydroxy-D-proline. A yellow solid 109 was obtained (0.030 g, 63%). MS (APCI) m/z 491 (M+H)+. Reactants: O=C(O)CCCCC[P+](c1ccccc1)(c1ccccc1)c1ccccc1, CC(C)(C)[O-], [K+], [Na+], C1CCOC1, [OH-], O=Cc1ccccn1. The product is O=C(O)CCCCC=Cc1ccccn1. As a reaction SMILES: [C:1](=[O:2])([OH:3])[CH2:4][CH2:5][CH2:6][CH2:7][CH2:8][P+:9]([c:10]1[cH:11][cH:12][cH:13][cH:14][cH:15]1)([c:16]1[cH:17][cH:18][cH:19][cH:20][cH:21]1)[c:22]1[cH:23][cH:24][cH:25][cH:26][cH:27]1.[CH3:28][C:29]([CH3:30])([O-:31])[CH3:32].[K+:33].[Na+:43].[O:44]1[CH2:45][CH2:46][CH2:47][CH2:48]1.[OH-:42].[n:34]1[c:35]([CH:40]=[O:41])[cH:36][cH:37][cH:38][cH:39]1>>[C:1](=[O:2])([OH:3])[CH2:4][CH2:5][CH2:6][CH2:7][CH:8]=[CH:40][c:35]1[n:34][cH:39][cH:38][cH:37][cH:36]1. Reactants: CC(=O)Nc1ccc(Br)cc1, Cc1ccccc1, CCOC(C)=O, [Na+], [Na+], O=C([O-])[O-], O, [Pd], [Pd], [Pd], [Pd], c1ccc(P(c2ccccc2)c2ccccc2)cc1, OB(O)c1ccsc1. Yields the product CC(=O)Nc1ccc(-c2ccsc2)cc1. RXN SMILES: [Br:22][c:23]1[cH:24][cH:25][c:26]([NH:29][C:30]([CH3:31])=[O:32])[cH:27][cH:28]1.[CH3:1][c:2]1[cH:3][cH:4][cH:5][cH:6][cH:7]1.[CH3:33][CH2:34][O:35][C:36](=[O:37])[CH3:38].[Na+:8].[Na+:9].[O-:10][C:11](=[O:12])[O-:13].[OH2:62].[Pd:58].[Pd:59].[Pd:60].[Pd:61].[c:39]1([P:40]([c:41]2[cH:42][cH:43][cH:44][cH:45][cH:46]2)[c:47]2[cH:48][cH:49][cH:50][cH:51][cH:52]2)[cH:53][cH:54][cH:55][cH:56][cH:57]1.[s:14]1[cH:15][c:16]([B:19]([OH:20])[OH:21])[cH:17][cH:18]1>>[s:14]1[cH:15][c:16](-[c:23]2[cH:24][cH:25][c:26]([NH:29][C:30]([CH3:31])=[O:32])[cH:27][cH:28]2)[cH:17][cH:18]1. Starting materials: ( 3 ), NC1=NNC(=C1CC1=CC=C(C=C1)CC)N (3,5-diamino-4-(4-ethylphenylmethyl)pyrazole), P(O)(O)(O)=O (phosphoric acid), N(=O)[O-].[Na+] (sodium nitrite), [OH-].[Na+] (sodium hydroxide). The solvent is O (water). Run at temperature 0 celsius, time 30 minute. Product: C(C)C1=CC=C(C=C1)CC=1C=NNC1 (4-(4-ethylphenylmethyl)pyrazole). Yield: 37.0%. As a reaction SMILES: N[C:2]1[C:6]([CH2:7][C:8]2[CH:13]=[CH:12][C:11]([CH2:14][CH3:15])=[CH:10][CH:9]=2)=[C:5](N)[NH:4][N:3]=1.P(=O)(O)(O)O.N([O-])=O.[Na+].[OH-].[Na+]>O>[CH2:14]([C:11]1[CH:12]=[CH:13][C:8]([CH2:7][C:6]2[CH:2]=[N:3][NH:4][CH:5]=2)=[CH:9][CH:10]=1)[CH3:15] |f:2.3,4.5|. Procedure: A mixed solution of 4-ethylbenzyl bromide (10.0 g), malononitrile (6.64 g), potassium carbonate (6.94 g) and tetra-n-butylammonium bromide (648 mg) in toluene (100 ml) was agitated at room temperature for 17 hours. The reaction mixture was poured into water, and the mixture was extracted with ethyl acetate twice. The extract was washed successively with water and brine, and dried over sodium sulfate. The solvent was evaporated under reduced pressure and the residue was purified by silica gel col... The reactants are eight, BrBr (bromine), O.NN (hydrazine hydrate), FC(C1=CC(=CC=C1)C=1CCC(NN1)=O)(F)F (4,5-dihydro-6-(α,α,α-trifluoro-m-tolyl)-3(2H)-pyridazinone), C(#N)C(CCC(=O)O)(N1CCOCC1)C=1C=C(C=CC1)C(F)(F)F (γ-cyano-γ-(α,α,α-trifluoro-m-tolyl)-4-morpholinebutyric acid), C(C=C)(=O)OCC (ethyl acrylate), solution, [OH-].[K+] (potassium hydroxide), BrBr.C(C)(=O)O (bromine acetic acid), nine, C (charcoal). Solvent: C(C)O (ethyl alcohol), petroleum ether, C(C)(=O)O (acetic acid), O1CCCC1 (tetrahydrofuran), C(C)O (ethyl alcohol), C(C)(=O)O (acetic acid). Product: FC(C1=CC(=CC=C1)C=1C=CC(NN1)=O)(F)F (6-(α,α,α-trifluoro-m-tolyl)-3(2H)-pyridazinone). Reaction SMILES: C(OCC)(=O)C=C.[OH-].[K+].C.C(C(C1C=C(C(F)(F)F)C=CC=1)(N1CCOCC1)CCC(O)=O)#N.O.NN.[F:38][C:39]([F:54])([F:53])[C:40]1[CH:45]=[CH:44][CH:43]=[C:42]([C:46]2[CH2:47][CH2:48][C:49](=[O:52])[NH:50][N:51]=2)[CH:41]=1.BrBr.BrBr.C(O)(=O)C>O1CCCC1.C(O)C.C(O)(=O)C>[F:54][C:39]([F:38])([F:53])[C:40]1[CH:45]=[CH:44][CH:43]=[C:42]([C:46]2[CH:47]=[CH:48][C:49](=[O:52])[NH:50][N:51]=2)[CH:41]=1 |f:1.2,5.6,9.10|. Procedure details: A 112 g. portion of p-toluenesulfonic acid is dissolved in 500 ml. of tetrahydrofuran with stirring. Then 106 g. of morpholine is added portionwise with stirring. A 95.63 g. portion of m-trifluoromethylbenzaldehyde is added and the reaction mixture is stirred at reflux for 2 hours. The reaction mixture is cooled and a solution of 42.2 g. of potassium cyanide in 75 ml. of water is added. The mixture is then allowed to stir at reflux overnight. The reaction mixture is concentrated free of solvent ... Reactants: CS(=O)(=O)NC1=CC=C(C(=O)OCC)C=C1 (ethyl 4-[(methylsulfonyl)amino]benzoate), [OH-].[Na+] (sodium hydroxide), Cl (hydrochloric acid). Reaction conditions: time 24 hour. The product is CS(=O)(=O)NC1=CC=C(C(=O)O)C=C1 (4-[(Methylsulfonyl)amino]benzoic acid). The yield is 65.0%. As a reaction SMILES: [CH3:1][S:2]([NH:5][C:6]1[CH:16]=[CH:15][C:9]([C:10]([O:12]CC)=[O:11])=[CH:8][CH:7]=1)(=[O:4])=[O:3].[OH-].[Na+].Cl>>[CH3:1][S:2]([NH:5][C:6]1[CH:16]=[CH:15][C:9]([C:10]([OH:12])=[O:11])=[CH:8][CH:7]=1)(=[O:4])=[O:3] |f:1.2|. Reported procedure: A mixture of ethyl 4-[(methylsulfonyl)amino]benzoate (Lumma, W. C. et al. J. Med. Chem. 1987, 30, 758-763) (2.43 g, 0.01 mol) in 1N sodium hydroxide (22 mL, 0.022 mol) was stirred at room temperature for 24 h and then at 48° C. for 24 h. The mixture was acidified with concentrated hydrochloric acid to give a white precipitate which was separated by filtration. The cake was washed with water, dried, and recrystallized with ethanol-water to give 1.4 g (65%) of the title compound as white flakes, m...